Dataset: the Open Reaction Database (ORD), a public repository of structured organic reaction records. Task: describe an organic reaction: reactants, conditions, products, and yield Reactants: FC1=C(C(=C(C(=C1[B-](C1=C(C(=C(C(=C1F)F)F)F)F)(C1=C(C(=C(C(=C1F)F)F)F)F)C1=C(C(=C(C(=C1F)F)F)F)F)F)F)F)F.C[NH+](C1=CC=CC=C1)C (dimethyl aniliniumtetrakis (pentafluorophenyl)borate), C1(CCCCC1)P(C1CCCCC1)C1CCCCC1 (tricylcohexylphosphine), C(CCC)C1C2C=CC(C1)C2 (5-Butylnorbornene), C(CCC)OC(=O)C1C2C=CC(C1)C2 (5-norbornene-2-carboxylic acid butyl ester), COC(=O)C1C2C=CC(C1)C2 (5-norbornene-2-carboxylic acid methyl ester), C(CCC)OC(=O)C1C2C=CC(C1)C2 (5-norbornene-2-carboxylic acid butyl ester), COC(=O)C1C2C=CC(C1)C2 (5-norbornene-2-carboxylic acid methyl ester), C(CCC)C1C2C=CC(C1)C2 (5-butylnorbornene). Reagents/catalysts: C(C)(=O)[O-].C(C)(=O)[O-].[Pd+2] (Palladium diacetate). The solvent is C1(=CC=CC=C1)C (Toluene), C1(=CC=CC=C1)C (toluene). Run at temperature 90 celsius, time 18 hour. The product is C(CCC)C1C2C=CC(C1)C2.C(CCC)OC(=O)C1C2C=CC(C1)C2.COC(=O)C1C2C=CC(C1)C2 (5-butylnorbornene 5-norbornene-2-carboxylic acid butyl ester 5-norbornene-2-carboxylic acid methyl ester). As a reaction SMILES: [CH2:1]([CH:5]1[CH2:10][CH:9]2[CH2:11][CH:6]1[CH:7]=[CH:8]2)[CH2:2][CH2:3][CH3:4].[CH2:12]([O:16][C:17]([CH:19]1[CH2:24][CH:23]2[CH2:25][CH:20]1[CH:21]=[CH:22]2)=[O:18])[CH2:13][CH2:14][CH3:15].[CH3:26][O:27][C:28]([CH:30]1[CH2:35][CH:34]2[CH2:36][CH:31]1[CH:32]=[CH:33]2)=[O:29].FC1C([B-](C2C(F)=C(F)C(F)=C(F)C=2F)(C2C(F)=C(F)C(F)=C(F)C=2F)C2C(F)=C(F)C(F)=C(F)C=2F)=C(F)C(F)=C(F)C=1F.C[NH+](C)C1C=CC=CC=1.C1(P(C2CCCCC2)C2CCCCC2)CCCCC1>C([O-])(=O)C.C([O-])(=O)C.[Pd+2].C1(C)C=CC=CC=1>[CH2:1]([CH:5]1[CH2:10][CH:9]2[CH2:11][CH:6]1[CH:7]=[CH:8]2)[CH2:2][CH2:3][CH3:4].[CH2:12]([O:16][C:17]([CH:19]1[CH2:24][CH:23]2[CH2:25][CH:20]1[CH:21]=[CH:22]2)=[O:18])[CH2:13][CH2:14][CH3:15].[CH3:26][O:27][C:28]([CH:30]1[CH2:35][CH:34]2[CH2:36][CH:31]1[CH:32]=[CH:33]2)=[O:29] |f:3.4,6.7.8,10.11.12|. Reported procedure: 5-Butylnorbornene (35.8 g), 5-norbornene-2-carboxylic acid butyl ester (31.1 g) and 5-norbornene-2-carboxylic acid methyl ester (60.9 g) were added to a reactor at room temperature. Toluene (95.8 g) was added to the reactor. Air inside the reactor was replaced by nitrogen and the reactor was heated to 90° C. Palladium diacetate (22.4 mg), dimethyl aniliniumtetrakis (pentafluorophenyl)borate (160.2 mg) and tricylcohexylphosphine (28 mg) dissolved in dichloromethyl were added to the reactor. React... Reactants: O=C(O)c1cnn2c(C(F)(F)F)cc(-c3ccc(C(F)(F)F)cc3)nc12, Cc1nc(N)sc1S(=O)(=O)N(CCO)CCO. Yields the product Cc1nc(NC(=O)c2cnn3c(C(F)(F)F)cc(-c4ccc(C(F)(F)F)cc4)nc23)sc1S(=O)(=O)N(CCO)CCO. Reaction SMILES: [F:1][C:2]([c:3]1[cH:4][c:5](-[c:15]2[cH:16][cH:17][c:18]([C:21]([F:22])([F:23])[F:24])[cH:19][cH:20]2)[n:6][c:7]2[n:8]1[n:9][cH:10][c:11]2[C:12](=[O:13])[OH:14])([F:25])[F:26].[OH:27][CH2:28][CH2:29][N:30]([S:31](=[O:32])(=[O:33])[c:34]1[c:35]([CH3:40])[n:36][c:37]([NH2:39])[s:38]1)[CH2:41][CH2:42][OH:43]>>[F:1][C:2]([c:3]1[cH:4][c:5](-[c:15]2[cH:16][cH:17][c:18]([C:21]([F:22])([F:23])[F:24])[cH:19][cH:20]2)[n:6][c:7]2[n:8]1[n:9][cH:10][c:11]2[C:12](=[O:14])[NH:39][c:37]1[n:36][c:35]([CH3:40])[c:34]([S:31]([N:30]([CH2:29][CH2:28][OH:27])[CH2:41][CH2:42][OH:43])(=[O:32])=[O:33])[s:38]1)([F:25])[F:26]. Reactants: N (ammonia), CC1=NC=C(C=C1)C(CC(C)N)O (1-(2-Methyl-5-pyridyl)-3-amino-n-butanol), N (ammonia), CC1=NC=C(C(=O)CC(C)=O)C=C1 ((6-methyl-nicotinoyl)-acetone), [Br-].[NH4+] (ammonium bromide), B(=O)[O-].[Na+] (sodium boranate). Run in C(C)O (ethanol). The product is CC1=NC=C(C=C1)C(C=C(C)N)=O (1-(2-methyl-5-pyridyl)-3-amino-but-2-en-1-one). As a reaction SMILES: [CH3:1][C:2]1[CH:7]=[CH:6][C:5]([CH:8]([OH:13])[CH2:9][CH:10]([NH2:12])[CH3:11])=[CH:4][N:3]=1.CC1C=CC(C(CC(=O)C)=O)=CN=1.[Br-].[NH4+].N.B([O-])=O.[Na+]>C(O)C>[CH3:1][C:2]1[CH:7]=[CH:6][C:5]([C:8](=[O:13])[CH:9]=[C:10]([NH2:12])[CH3:11])=[CH:4][N:3]=1 |f:2.3,5.6|. Procedure details: 1-(2-Methyl-5-pyridyl)-3-amino-n-butanol can be used as the starting material, is obtained as follows: 20.0 g of (6-methyl-nicotinoyl)-acetone, 200 ml of ethanol and 0.5 g of ammonium bromide are saturated with ammonia at 50° and heated at 50° for 15 hours whilst continuing to introduce ammonia. 8.5 g of sodium boranate are introduced in portions over the course of 1 hour into the solution, obtained above, of 1-(2-methyl-5-pyridyl)-3-amino-but-2-en-1-one of the formula ##EQU46## and the mixture ... Starting materials: CCOCC, CN(C)C, O=c1c(Cl)nsnc1Cl, Sc1ccccc1. The product is O=c1c(Cl)nsnc1Sc1ccccc1. RXN SMILES: [CH2:21]([O:22][CH2:23][CH3:24])[CH3:25].[CH3:17][N:18]([CH3:19])[CH3:20].[Cl:1][c:2]1[n:3][s:4][n:5][c:6]([Cl:9])[c:7]1=[O:8].[SH:10][c:11]1[cH:12][cH:13][cH:14][cH:15][cH:16]1>>[Cl:1][c:2]1[n:3][s:4][n:5][c:6]([S:10][c:11]2[cH:12][cH:13][cH:14][cH:15][cH:16]2)[c:7]1=[O:8]. Starting materials: NC1C(N(C2=C(C(=N1)C1=C(C=C(C=C1OC)OC)OC)C=CC=C2)C)=O (3-amino-1,3-dihydro-1-methyl-5-(2,4,6-trimethoxyphenyl)-1,4-benzodiazepin-2-one), CC=1C=C(C=CC1)N=C=O (3-methylphenyl isocyanate). Product: CN1C(C(N=C(C2=C1C=CC=C2)C2=C(C=C(C=C2OC)OC)OC)NC(=O)NC2=CC(=CC=C2)C)=O (1,3-dihydro-1-methyl-3-(3-methylphenylureido)-5-(2,4,6-trimethoxyphenyl)-1,4-benzodiazepin-2-one). Reaction SMILES: [NH2:1][CH:2]1[N:8]=[C:7]([C:9]2[C:14]([O:15][CH3:16])=[CH:13][C:12]([O:17][CH3:18])=[CH:11][C:10]=2[O:19][CH3:20])[C:6]2[CH:21]=[CH:22][CH:23]=[CH:24][C:5]=2[N:4]([CH3:25])[C:3]1=[O:26].[CH3:27][C:28]1[CH:29]=[C:30]([N:34]=[C:35]=[O:36])[CH:31]=[CH:32][CH:33]=1>>[CH3:25][N:4]1[C:5]2[CH:24]=[CH:23][CH:22]=[CH:21][C:6]=2[C:7]([C:9]2[C:14]([O:15][CH3:16])=[CH:13][C:12]([O:17][CH3:18])=[CH:11][C:10]=2[O:19][CH3:20])=[N:8][CH:2]([NH:1][C:35]([NH:34][C:30]2[CH:31]=[CH:32][CH:33]=[C:28]([CH3:27])[CH:29]=2)=[O:36])[C:3]1=[O:26]. Procedure: By condensing 3-amino-1,3-dihydro-1-methyl-5-(2,4,6-trimethoxyphenyl)-1,4-benzodiazepin-2-one with 3-methylphenyl isocyanate, 1,3-dihydro-1-methyl-3-(3-methylphenylureido)-5-(2,4,6-trimethoxyphenyl)-1,4-benzodiazepin-2-one is obtained; m.p.=240° C, Yield =94%.